Dataset: the Open Reaction Database (ORD), a public repository of structured organic reaction records. Task: describe an organic reaction: reactants, conditions, products, and yield Reactants: C(C(=O)O)(=O)O.ClC1=CC=C(C=C1)C(CC)NCCCN1C=NC=C1 (N-[1-(4-chlorophenyl)propyl]-3-(imidazol-1-yl)propylamine oxalate), C(C(=O)O)(=O)O.ClC1=CC=C(C=C1)C(CC)NCCCN1C=NC=C1 (N-[1-(4-chlorophenyl)propyl]-3-(imidazol-1-yl)propylamine oxalate), C=O (Formaldehyde). Run in C(=O)O (formic acid). Conditions: temperature 95 celsius. The product is ClC1=CC=C(C=C1)C(CC)N(C)CCCN1C=NC=C1 (N-[1-(4-chlorophenyl)propyl]-3-(imidazol-1-yl)-N-methylpropylamine). Reaction SMILES: [C:1](O)(=O)C(O)=O.[Cl:7][C:8]1[CH:13]=[CH:12][C:11]([CH:14]([NH:17][CH2:18][CH2:19][CH2:20][N:21]2[CH:25]=[CH:24][N:23]=[CH:22]2)[CH2:15][CH3:16])=[CH:10][CH:9]=1.C=O>C(O)=O>[Cl:7][C:8]1[CH:13]=[CH:12][C:11]([CH:14]([N:17]([CH2:18][CH2:19][CH2:20][N:21]2[CH:25]=[CH:24][N:23]=[CH:22]2)[CH3:1])[CH2:15][CH3:16])=[CH:10][CH:9]=1 |f:0.1|. Reported procedure: n-[1-(4-Chlorophenyl)propyl]-3-(imidazol-1-yl)propylamine (13.9 g, free base of Example 30) was added in portions to formic acid (11.75 g, 98-100%) at 0° C. Formaldehyde (9.6 g, 37%) was added and the mixture heated at 95° C. for 6 hours. Work-up as described in Example 90 gave N-[1-(4-chlorophenyl)propyl]-3-(imidazol-1-yl)-N-methylpropylamine as an oil which was not distilled.